Dataset: the Open Reaction Database (ORD), a public repository of structured organic reaction records. Task: describe an organic reaction: reactants, conditions, products, and yield Starting materials: 1-(S)-2-Acetylamino-1-(chloromethyl)ethyl acetate, C(C)(C)(C)O[Li] (t-BuOLi), C1CCOC1 (THF), C(C)(C)(C)OC(C1=C(C=C(C=C1F)NC(=O)OC(C)C)F)=O (2,6-difluoro-4-isopropoxycarbonylamino-benzoic acid tert-butyl ester), CO (MeOH), [NH4+].[Cl-] (NH4Cl). Run in [Cl-].[Na+].O (brine), C(Cl)Cl (DCM), O (water), CN(C)C=O (DMF). Conditions: time 16 hour. Product: C(C)(C)(C)OC(C1=C(C=C(C=C1F)N1C(OC(C1)CNC(C)=O)=O)F)=O (4-[5-(acetylamino-methyl)-2-oxo-oxazolidin-3-yl]-2,6-difluoro-benzoic Acid Tert-butyl Ester). As a reaction SMILES: [C:1]([O:5][Li])(C)(C)[CH3:2].C1COCC1.[C:12]([O:16][C:17](=[O:33])[C:18]1[C:23]([F:24])=[CH:22][C:21]([NH:25][C:26]([O:28][CH:29]([CH3:31])[CH3:30])=[O:27])=[CH:20][C:19]=1[F:32])([CH3:15])([CH3:14])[CH3:13].CO.[NH4+:36].[Cl-]>CN(C=O)C.[Cl-].[Na+].O.C(Cl)Cl.O>[C:12]([O:16][C:17](=[O:33])[C:18]1[C:23]([F:24])=[CH:22][C:21]([N:25]2[CH2:31][CH:29]([CH2:30][NH:36][C:1](=[O:5])[CH3:2])[O:28][C:26]2=[O:27])=[CH:20][C:19]=1[F:32])([CH3:13])([CH3:15])[CH3:14] |f:4.5,7.8.9|. Procedure: 1.0 M t-BuOLi in THF (22.7 mL, 22.71 mmol) is added dropwise with stirring over ca. 5 min to a solution of 2,6-difluoro-4-isopropoxycarbonylamino-benzoic acid tert-butyl ester (2.39 g, 7.57 mmol) in DMF (4.84 mL) and MeOH (0.619 mL, 15.29 mmol) at 0° C. 1-(S)-2-Acetylamino-1-(chloromethyl)ethyl acetate (2.93 g, 15.14 mmol) is added on one portion to the reaction mixture at 0° C. The mixture is allowed to warm up to r.t. and then stirred for another 16 h. Satd. aq. NH4Cl (25 mL) is added, followe... Starting materials: N#Cc1ccc(F)cc1Br, O=C([O-])[O-], CC1(C)c2cccc(P(c3ccccc3)c3ccccc3)c2Oc2c(P(c3ccccc3)c3ccccc3)cccc21, [Cs+], [Cs+], O=C1CCCN1, C1COCCO1. Yields the product N#Cc1ccc(F)cc1N1CCCC1=O. RXN SMILES: [Br:1][c:2]1[c:3]([C:4]#[N:5])[cH:6][cH:7][c:8]([F:10])[cH:9]1.[C:17](=[O:18])([O-:19])[O-:20].[CH3:23][C:24]1([CH3:25])[c:26]2[cH:27][cH:28][cH:29][c:30]([P:31]([c:32]3[cH:33][cH:34][cH:35][cH:36][cH:37]3)[c:38]3[cH:39][cH:40][cH:41][cH:42][cH:43]3)[c:44]2[O:45][c:46]2[c:47]1[cH:48][cH:49][cH:50][c:51]2[P:52]([c:53]1[cH:54][cH:55][cH:56][cH:57][cH:58]1)[c:59]1[cH:60][cH:61][cH:62][cH:63][cH:64]1.[Cs+:21].[Cs+:22].[NH:11]1[C:12](=[O:16])[CH2:13][CH2:14][CH2:15]1.[O:65]1[CH2:66][CH2:67][O:68][CH2:69][CH2:70]1>>[c:2]1([N:11]2[C:12](=[O:16])[CH2:13][CH2:14][CH2:15]2)[c:3]([C:4]#[N:5])[cH:6][cH:7][c:8]([F:10])[cH:9]1. Reactants: CC(C)=O, CC(C)O, O=Cc1ccc([N+](=O)[O-])s1, O. Product: O=C(O)c1ccc([N+](=O)[O-])s1. As a reaction SMILES: [CH3:16][C:17](=[O:18])[CH3:19].[CH:11]([CH3:12])([CH3:13])[OH:14].[N+:1](=[O:2])([O-:3])[c:4]1[cH:5][cH:6][c:7]([CH:9]=[O:10])[s:8]1.[OH2:15]>>[N+:1](=[O:2])([O-:3])[c:4]1[cH:5][cH:6][c:7]([C:9](=[O:10])[OH:14])[s:8]1.